describe an organic reaction: reactants, conditions, products, and yield From a dataset of the Open Reaction Database (ORD), a public repository of structured organic reaction records. Reactants: C(O)([O-])=O.[Na+] (sodium hydrogencarbonate), BrC1=NC(=CC=C1)Br (2,6-dibromopyridine), OC1=NC=CC=C1 (2-hydroxypyridine), C([O-])([O-])=O.[K+].[K+] (potassium carbonate). Solvent: C(C)(=O)OCC (ethyl acetate), CN1C(CCC1)=O (N-methylpyrrolidone). The product is BrC1=CC=CC(=N1)N1C(C=CC=C1)=O (6′-bromo-2H-1,2′-bipyridin-2-one). Isolated yield 32.4%. RXN SMILES: Br[C:2]1[CH:7]=[CH:6][CH:5]=[C:4]([Br:8])[N:3]=1.[OH:9][C:10]1[CH:15]=[CH:14][CH:13]=[CH:12][N:11]=1.C(=O)([O-])[O-].[K+].[K+].C(=O)([O-])O.[Na+]>C(OCC)(=O)C.CN1CCCC1=O>[Br:8][C:4]1[N:3]=[C:2]([N:11]2[CH:12]=[CH:13][CH:14]=[CH:15][C:10]2=[O:9])[CH:7]=[CH:6][CH:5]=1 |f:2.3.4,5.6|. Procedure: 2,6-dibromopyridine (4.74 g), 2-hydroxypyridine (2.85 g), potassium carbonate (4.15 g) and N-methylpyrrolidone (1 mL) were stirred at 150° C. for 6 hours. The reaction solution was cooled to room temperature, then ethyl acetate and aqueous sodium hydrogencarbonate solution were added thereto, the insoluble matter was removed through Celite filtration, and the organic layer was separated. This was washed with saturated saline water, dried with anhydrous magnesium sulfate, and the solvent was evap... The reactants are C=Cc1cc(C(=O)OC)c(NC(=O)OC(C)C)cc1C(F)(F)F, CO. Product: CCc1cc(C(=O)OC)c(NC(=O)OC(C)C)cc1C(F)(F)F. As a reaction SMILES: [CH3:1][O:2][C:3]([c:4]1[c:5]([NH:16][C:17](=[O:18])[O:19][CH:20]([CH3:21])[CH3:22])[cH:6][c:7]([C:12]([F:13])([F:14])[F:15])[c:8]([CH:10]=[CH2:11])[cH:9]1)=[O:23].[CH3:24][OH:25]>>[CH3:1][O:2][C:3]([c:4]1[c:5]([NH:16][C:17](=[O:18])[O:19][CH:20]([CH3:21])[CH3:22])[cH:6][c:7]([C:12]([F:13])([F:14])[F:15])[c:8]([CH2:10][CH3:11])[cH:9]1)=[O:23].